This data is from the Open Reaction Database (ORD), a public repository of structured organic reaction records. The task is: describe an organic reaction: reactants, conditions, products, and yield The reactants are O=C(O)C(Br)c1ccccn1, [Na+], [OH-], O=C(O)COc1ccccc1O, c1ccccc1. The product is O=C(O)COc1ccccc1OC(C(=O)O)c1ccccn1. Reaction SMILES: [Br:15][CH:16]([C:17](=[O:18])[OH:19])[c:20]1[n:21][cH:22][cH:23][cH:24][cH:25]1.[Na+:14].[OH-:13].[OH:1][c:2]1[c:3]([O:4][CH2:5][C:6](=[O:7])[OH:8])[cH:9][cH:10][cH:11][cH:12]1.[cH:26]1[cH:27][cH:28][cH:29][cH:30][cH:31]1>>[O:1]([c:2]1[c:3]([O:4][CH2:5][C:6](=[O:7])[OH:8])[cH:9][cH:10][cH:11][cH:12]1)[CH:16]([C:17](=[O:18])[OH:19])[c:20]1[n:21][cH:22][cH:23][cH:24][cH:25]1.